From a dataset of the Open Reaction Database (ORD), a public repository of structured organic reaction records. describe an organic reaction: reactants, conditions, products, and yield Reactants: C1(=CC=CC=C1)P(C1=CC=CC=C1)C1=CC=CC=C1 (Triphenylphosphine), N(=[N+]=[N-])C(CC1=CC(=NO1)C)C1=CC(=CC=C1)Cl (5-(2-azido-2-(3-chlorophenyl)ethyl)-3-methylisoxazole), O (water). Run in C1CCOC1 (THF), C(C)(=O)OCC (ethyl acetate). Reaction conditions: temperature 50 celsius. The product is ClC=1C=C(C=CC1)C(CC1=CC(=NO1)C)N (1-(3-Chloro-phenyl)-2-(3-methyl-isoxazol-5-yl)-ethylamine), solid. Isolated yield 29.1%. Reaction SMILES: C1(P(C2C=CC=CC=2)C2C=CC=CC=2)C=CC=CC=1.[N:20]([CH:23]([C:31]1[CH:36]=[CH:35][CH:34]=[C:33]([Cl:37])[CH:32]=1)[CH2:24][C:25]1[O:29][N:28]=[C:27]([CH3:30])[CH:26]=1)=[N+]=[N-].O>C1COCC1.C(OCC)(=O)C>[Cl:37][C:33]1[CH:32]=[C:31]([CH:23]([NH2:20])[CH2:24][C:25]2[O:29][N:28]=[C:27]([CH3:30])[CH:26]=2)[CH:36]=[CH:35][CH:34]=1. Reported procedure: Triphenylphosphine (137 g, 0.522 mol, 1.19 eq) was added to a solution of 5-(2-azido-2-(3-chlorophenyl)ethyl)-3-methylisoxazole (Preparation 48, 115 g, 0.437 mol, 1 eq) in THF (1 L) under nitrogen atmosphere. The reaction mixture was stirred for 1 hr after which water (45 mL) was added and it was heated at 50° C. overnight. The reaction mixture was concentrated, the crude oil so obtained was dissolved in 1 L ethyl acetate and cooled to 0° C. It was extracted with 6M HCl (3×500 mL). The aqueous p...